Dataset: the Open Reaction Database (ORD), a public repository of structured organic reaction records. Task: describe an organic reaction: reactants, conditions, products, and yield Starting materials: C(=O)=O (dry ice), C(Cl)(Cl)(Cl)Cl (CCl4), ClCC(=O)C1=C(C=C(C=C1)Cl)Cl (2,2′,4′-trichloroacetophenone), N(CCO)CCO (Diethanolamine), (−)-DIP-Cl. Run in C1CCOC1 (THF). Reaction conditions: temperature -25 celsius, time 7 hour. Yields the product ClC[C@H](O)C1=C(C=C(C=C1)Cl)Cl ((R)-2-Chloro-(2′,4′-dichlorophenyl)-1-ethanol). The yield is 112.0%. RXN SMILES: C(=O)=O.C(Cl)(Cl)(Cl)Cl.[Cl:9][CH2:10][C:11]([C:13]1[CH:18]=[CH:17][C:16]([Cl:19])=[CH:15][C:14]=1[Cl:20])=[O:12].N(CCO)CCO>C1COCC1>[Cl:9][CH2:10][C@@H:11]([C:13]1[CH:18]=[CH:17][C:16]([Cl:19])=[CH:15][C:14]=1[Cl:20])[OH:12]. Procedure: To a solution containing 16 g (49.90 mmol) of (−)-DIP-Cl in 30 mL of anhydrous THF, at −25° C. (dry ice, CCl4), under nitrogen, was added 10 g (44.74 mmol) of 2,2′,4′-trichloroacetophenone. The stoppered solution was stirred at −25° C. for about 7 hours, and then at room temperature overnight. THF was removed in vacuo, and (+)-α-pinene was removed under high vacuum at room temperature overnight. The resulting viscous colorless oil was dissolved in 200 mL of anhydrous ether, and cooled to 0° C. D...